From a dataset of the Open Reaction Database (ORD), a public repository of structured organic reaction records. describe an organic reaction: reactants, conditions, products, and yield Reactants: C(C1=CC=CC=C1)(=O)Cl (benzoyl chloride), 11, [S-]C#N.[NH4+] (ammonium thiocyanate), C1(=CC=CC=C1)C(C(F)(F)F)N (α-phenyl trifluoroethylamine). Run in CC(=O)C (acetone), CC(=O)C (acetone), O (water). Product: C1(=CC=CC=C1)C(C(F)(F)F)NC(=S)NC(C1=CC=CC=C1)=O ((α-phenyl trifluoroethyl) N'benzoylthio Urea). As a reaction SMILES: [S-:1][C:2]#[N:3].[NH4+].[C:5](Cl)(=[O:12])[C:6]1[CH:11]=[CH:10][CH:9]=[CH:8][CH:7]=1.[C:14]1([CH:20]([NH2:25])[C:21]([F:24])([F:23])[F:22])[CH:19]=[CH:18][CH:17]=[CH:16][CH:15]=1>O.CC(C)=O>[C:14]1([CH:20]([NH:25][C:2]([NH:3][C:5](=[O:12])[C:6]2[CH:11]=[CH:10][CH:9]=[CH:8][CH:7]=2)=[S:1])[C:21]([F:23])([F:24])[F:22])[CH:15]=[CH:16][CH:17]=[CH:18][CH:19]=1 |f:0.1|. Procedure details: 8.2 g ammonium thiocyanate are dissolved in 54 ml water and the resulting solution is cooled to about 0°. The temperature is kept at this temperature during the addition of a solution of 11.5 ml benzoyl chloride in 10.5 ml acetone thereto. The temperature of the reaction mixture is allowed to revert to about 30° then the mixture is heated to reflux for 10 mn. A solution of α-phenyl trifluoroethylamine in 110 ml. acetone is thereafter added portionwise for 1 hour while heating the mixture at refl... Reactants: ClCCl, O=C(O)C(F)(F)F, CC(C)(C)OC(=O)N1CCC1C(=O)Nc1cnccn1. Yields the product O=C(Nc1cnccn1)C1CCN1. RXN SMILES: [Cl:28][CH2:29][Cl:30].[F:21][C:22]([F:23])([F:24])[C:25]([OH:26])=[O:27].[n:1]1[c:2]([NH:7][C:8](=[O:9])[CH:10]2[N:11]([C:14]([O:15][C:16]([CH3:17])([CH3:18])[CH3:19])=[O:20])[CH2:12][CH2:13]2)[cH:3][n:4][cH:5][cH:6]1>>[n:1]1[c:2]([NH:7][C:8](=[O:9])[CH:10]2[NH:11][CH2:12][CH2:13]2)[cH:3][n:4][cH:5][cH:6]1. Reactants: CS(C)=O, [Cu]I, [K+], [K+], Nc1ccc(I)cn1, O=C([O-])[O-], Oc1cccc2cccnc12, O=c1cccc[nH]1. The product is Nc1ccc(-n2ccccc2=O)cn1. RXN SMILES: [CH3:33][S:34]([CH3:35])=[O:36].[Cu:37][I:38].[K+:16].[K+:17].[NH2:1][c:2]1[n:3][cH:4][c:5]([I:8])[cH:6][cH:7]1.[O-:18][C:19]([O-:20])=[O:21].[OH:22][c:23]1[cH:24][cH:25][cH:26][c:27]2[c:28]1[n:29][cH:30][cH:31][cH:32]2.[nH:9]1[c:10](=[O:15])[cH:11][cH:12][cH:13][cH:14]1>>[NH2:1][c:2]1[n:3][cH:4][c:5](-[n:9]2[c:10](=[O:15])[cH:11][cH:12][cH:13][cH:14]2)[cH:6][cH:7]1.